Dataset: the Open Reaction Database (ORD), a public repository of structured organic reaction records. Task: describe an organic reaction: reactants, conditions, products, and yield The solvent is CO (methanol). Reaction conditions: time 1 hour. Procedure: To a solution consisting of phenyl(5-(2-(pyridin-3-yl)-1H-imidazol-5-yl)pyrimidin-2-yl)methanone (Example 67) dissolved in methanol is added sodium borohydride (1 molar equivalent) at 0° C. The mixture is allowed to reach room temperature and is stirred one hour. The mixture is partitioned between ethyl acetate and water and the organics washed with brine, dried (Na2SO4), filtered and concentrated to afford the title compound. Reactants: C1(=CC=CC=C1)C(=O)C1=NC=C(C=N1)C1=CN=C(N1)C=1C=NC=CC1 (phenyl(5-(2-(pyridin-3-yl)-1H-imidazol-5-yl)pyrimidin-2-yl)methanone), [BH4-].[Na+] (sodium borohydride). The product is C1(=CC=CC=C1)C(O)C1=NC=C(C=N1)C1=CN=C(N1)C=1C=NC=CC1 (phenyl(5-(2-(pyridin-3-yl)-1H-imidazol-5-yl)pyrimidin-2-yl)methanol). Reaction SMILES: [C:1]1([C:7]([C:9]2[N:14]=[CH:13][C:12]([C:15]3[NH:19][C:18]([C:20]4[CH:21]=[N:22][CH:23]=[CH:24][CH:25]=4)=[N:17][CH:16]=3)=[CH:11][N:10]=2)=[O:8])[CH:6]=[CH:5][CH:4]=[CH:3][CH:2]=1.[BH4-].[Na+]>CO>[C:1]1([CH:7]([C:9]2[N:14]=[CH:13][C:12]([C:15]3[NH:19][C:18]([C:20]4[CH:21]=[N:22][CH:23]=[CH:24][CH:25]=4)=[N:17][CH:16]=3)=[CH:11][N:10]=2)[OH:8])[CH:2]=[CH:3][CH:4]=[CH:5][CH:6]=1 |f:1.2|. Reactants: OC[C@@H]1N(CCC1)CCC=1NC(C2=CC=CC(=C2C1)C)=O ((R)-3-[2-(2-hydroxymethylpyrrolidin-1-yl)ethyl]-5-methyl-2H-isoquinolin-1-one), Cl (hydrochloride). Reported procedure: Using a known method, (R)-3-[2-(2-hydroxymethylpyrrolidin-1-yl)ethyl]-5-methyl-2H-isoquinolin-1-one was converted to a hydrochloride to give (R)-3-[2-(2-hydroxymethylpyrrolidin-1-yl)ethyl]-5-methyl-2H-isoquinolin-1-one hydrochloride dihydrate. Product: O.O.Cl.OC[C@@H]1N(CCC1)CCC=1NC(C2=CC=CC(=C2C1)C)=O ((R)-3-[2-(2-hydroxymethylpyrrolidin-1-yl)ethyl]-5-methyl-2H-isoquinolin-1-one hydrochloride dihydrate). Reaction SMILES: [OH:1][CH2:2][C@H:3]1[CH2:7][CH2:6][CH2:5][N:4]1[CH2:8][CH2:9][C:10]1[NH:11][C:12](=[O:21])[C:13]2[C:18]([CH:19]=1)=[C:17]([CH3:20])[CH:16]=[CH:15][CH:14]=2.[ClH:22]>>[OH2:1].[OH2:1].[ClH:22].[OH:1][CH2:2][C@H:3]1[CH2:7][CH2:6][CH2:5][N:4]1[CH2:8][CH2:9][C:10]1[NH:11][C:12](=[O:21])[C:13]2[C:18]([CH:19]=1)=[C:17]([CH3:20])[CH:16]=[CH:15][CH:14]=2 |f:2.3.4.5|. Reactants: CCBr, Clc1ccc(CCCCBr)cc1, O, CCOP(OCC)OCC. Yields the product CCOP(=O)(CCCCc1ccc(Cl)cc1)OCC. RXN SMILES: [CH2:23]([Br:24])[CH3:25].[Cl:1][c:2]1[cH:3][cH:4][c:5]([CH2:8][CH2:9][CH2:10][CH2:11][Br:12])[cH:6][cH:7]1.[OH2:26].[P:13]([O:14][CH2:15][CH3:16])([O:17][CH2:18][CH3:19])[O:20][CH2:21][CH3:22]>>[Cl:1][c:2]1[cH:3][cH:4][c:5]([CH2:8][CH2:9][CH2:10][CH2:11][P:13]([O:14][CH2:15][CH3:16])([O:17][CH2:18][CH3:19])=[O:20])[cH:6][cH:7]1. The reactants are CC(C)(C)OC(=O)NC1CCc2cccc(Nc3ncc(-c4ccc(C(F)(F)F)cc4F)o3)c2C1, ClCCl, C[Si](C)(C)I. The product is NC1CCc2cccc(Nc3ncc(-c4ccc(C(F)(F)F)cc4F)o3)c2C1. Reaction SMILES: [C:6]([O:7][C:8](=[O:9])[NH:12][CH:13]1[CH2:14][c:15]2[c:16]([NH:23][c:24]3[o:25][c:26](-[c:29]4[c:30]([F:39])[cH:31][c:32]([C:35]([F:36])([F:37])[F:38])[cH:33][cH:34]4)[cH:27][n:28]3)[cH:17][cH:18][cH:19][c:20]2[CH2:21][CH2:22]1)([CH3:10])([CH3:11])[CH3:40].[Cl:41][CH2:42][Cl:43].[I:1][Si:2]([CH3:3])([CH3:4])[CH3:5]>>[NH2:12][CH:13]1[CH2:14][c:15]2[c:16]([NH:23][c:24]3[o:25][c:26](-[c:29]4[c:30]([F:39])[cH:31][c:32]([C:35]([F:36])([F:37])[F:38])[cH:33][cH:34]4)[cH:27][n:28]3)[cH:17][cH:18][cH:19][c:20]2[CH2:21][CH2:22]1.